From a dataset of the Open Reaction Database (ORD), a public repository of structured organic reaction records. describe an organic reaction: reactants, conditions, products, and yield The reactants are ice, Cl (hydrochloric acid), C(=O)N1CCCCC1 (N-formylpiperidine), C(C)(C)(C)[Li] (tert-butyllithium), C(C)(C)(C)[SiH2]OC(C1=CC=CC=2N(C3=CC=CC=C3SC12)C)(C)C (4-(tert-butyl-dimethyl-silanyloxymethyl)-10-methyl-phenothiazine), CN(CCN(C)C)C (N,N,N',N'-tetramethylethylenediamine). Run in C(C)OCC (diethyl ether), C(C)OCC (diethyl ether). Conditions: time 30 minute. Yields the product C(C)(C)(C)[SiH2]OC(C1=C2SC=3C(=CC=CC3N(C2=CC=C1)C)CO)(C)C ([6-(tert-butyl-dimethyl-silanyloxymethyl)-10-methyl-phenothiazin-4-yl]-methanol). Isolated yield 30.1%. RXN SMILES: C([Li])(C)(C)C.[C:6]([SiH2:10][O:11][C:12]([CH3:29])([CH3:28])[C:13]1[C:26]2[S:25][C:24]3[C:19](=[CH:20][CH:21]=[CH:22][CH:23]=3)[N:18]([CH3:27])[C:17]=2[CH:16]=[CH:15][CH:14]=1)([CH3:9])([CH3:8])[CH3:7].CN(C)CCN(C)C.[CH:38](N1CCCCC1)=[O:39].Cl>C(OCC)C>[C:6]([SiH2:10][O:11][C:12]([CH3:29])([CH3:28])[C:13]1[CH:14]=[CH:15][CH:16]=[C:17]2[C:26]=1[S:25][C:24]1[C:23]([CH2:38][OH:39])=[CH:22][CH:21]=[CH:20][C:19]=1[N:18]2[CH3:27])([CH3:9])([CH3:8])[CH3:7]. Procedure: 36.4 ml of tert-butyllithium solution (1.4M in pentane) were slowly added dropwise under argon at -78° to a solution of 14.0 g (39.2 mmol) of 4-(tert-butyl-dimethyl-silanyloxymethyl)-10-methyl-phenothiazine and 6.39 ml of N,N,N',N'-tetramethylethylenediamine in 120 ml of diethyl ether. The reaction mixture was stirred at -78° for 30 minutes, brought slowly to room temperature, stirred for 3 hours, thereupon treated with 5.66 ml (51.0 mmol) of N-formylpiperidine, stirred at 0° for 40 minutes and ... The reactants are FCBr, Oc1ccc2cc(Br)ccc2c1, [H-], [Na+], CN(C)C=O, O. Product: FCOc1ccc2cc(Br)ccc2c1. Reaction SMILES: [Br:15][CH2:16][F:17].[Br:3][c:4]1[cH:5][c:6]2[cH:7][cH:8][c:9]([OH:14])[cH:10][c:11]2[cH:12][cH:13]1.[H-:1].[Na+:2].[O:19]=[CH:20][N:21]([CH3:22])[CH3:23].[OH2:18]>>[Br:3][c:4]1[cH:5][c:6]2[cH:7][cH:8][c:9]([O:14][CH2:16][F:17])[cH:10][c:11]2[cH:12][cH:13]1. Reactants: C(Cl)Cl (methylene chloride), ClC1=CC=C(OC(C(C(CO)(C)C)=O)N2N=CN=C2)C=C1 (1-(4-chlorophenoxy)-1-(1,2,4-triazol-1-yl)-3,3-dimethyl-4-hydroxy-butan-2-one), O (water), [BH4-].[Na+] (sodium borohydride). Run in C(C)(C)O (isopropanol). Reaction conditions: time 15 hour. Product: ClC1=CC=C(OC(C(C(CO)(C)C)O)N2N=CN=C2)C=C1 (1-(4-chlorophenoxy)-1-(1,2,4-triazol-1-yl)-3,3-dimethyl-butane-2,4-diol). Yield: 68.2%. As a reaction SMILES: [Cl:1][C:2]1[CH:21]=[CH:20][C:5]([O:6][CH:7]([N:15]2[CH:19]=[N:18][CH:17]=[N:16]2)[C:8](=[O:14])[C:9]([CH3:13])([CH3:12])[CH2:10][OH:11])=[CH:4][CH:3]=1.[BH4-].[Na+].O.C(Cl)Cl>C(O)(C)C>[Cl:1][C:2]1[CH:3]=[CH:4][C:5]([O:6][CH:7]([N:15]2[CH:19]=[N:18][CH:17]=[N:16]2)[CH:8]([OH:14])[C:9]([CH3:12])([CH3:13])[CH2:10][OH:11])=[CH:20][CH:21]=1 |f:1.2|. Procedure: 25 g (0.08 mol) of 1-(4-chlorophenoxy)-1-(1,2,4-triazol-1-yl)-3,3-dimethyl-4-hydroxy-butan-2-one were dissolved in 350 ml of isopropanol, and 3.5 g of sodium borohydride were added in portions at room temperature. The mixture was stirred at room temperature for 15 hours, 500 ml of water were added, the mixture was stirred at room temperature for a further 15 hours, 300 ml of methylene chloride were added and the organic phase was washed three times with 100 ml of water each time. The organic pha...